From a dataset of the Open Reaction Database (ORD), a public repository of structured organic reaction records. describe an organic reaction: reactants, conditions, products, and yield Starting materials: ClCCl, O=[Cr](=O)([O-])Cl, CC(=O)Cc1ccccc1C, c1ccncc1, c1cc[nH+]cc1. Yields the product CC(=O)C(=O)c1ccccc1C. Reaction SMILES: [Cl:29][CH2:30][Cl:31].[O:12]=[Cr:13]([Cl:14])([O-:15])=[O:16].[c:1]1([CH3:11])[c:2]([CH2:7][C:8]([CH3:9])=[O:10])[cH:3][cH:4][cH:5][cH:6]1.[cH:23]1[cH:24][cH:25][n:26][cH:27][cH:28]1.[nH+:17]1[cH:18][cH:19][cH:20][cH:21][cH:22]1>>[c:1]1([CH3:11])[c:2]([C:7]([C:8]([CH3:9])=[O:10])=[O:12])[cH:3][cH:4][cH:5][cH:6]1. Reactants: CO, COc1cccc(C2COC(=O)N2c2ccc(Oc3ccc(Cl)cc3)cc2)c1, [Na+], [OH-]. Product: COc1cccc(C(CO)Nc2ccc(Oc3ccc(Cl)cc3)cc2)c1. As a reaction SMILES: [CH3:31][OH:32].[Cl:1][c:2]1[cH:3][cH:4][c:5]([O:6][c:7]2[cH:8][cH:9][c:10]([N:13]3[C:14](=[O:26])[O:15][CH2:16][CH:17]3[c:18]3[cH:19][c:20]([O:24][CH3:25])[cH:21][cH:22][cH:23]3)[cH:11][cH:12]2)[cH:27][cH:28]1.[Na+:30].[OH-:29]>>[Cl:1][c:2]1[cH:3][cH:4][c:5]([O:6][c:7]2[cH:8][cH:9][c:10]([NH:13][CH:17]([CH2:16][OH:15])[c:18]3[cH:19][c:20]([O:24][CH3:25])[cH:21][cH:22][cH:23]3)[cH:11][cH:12]2)[cH:27][cH:28]1. Reactants: CC(=O)OC(C)Cc1cc(C)c2c(c1C)C(=O)c1ccccc1C2=O, CO, [K+], [K+], O=C([O-])[O-]. The product is Cc1cc(CC(C)O)c(C)c2c1C(=O)c1ccccc1C2=O. RXN SMILES: [C:1](=[O:2])([CH3:3])[O:4][CH:5]([CH2:6][c:7]1[c:8]([CH3:24])[c:9]2[c:18]([c:19]([CH3:21])[cH:20]1)[C:17](=[O:22])[c:16]1[c:11]([cH:12][cH:13][cH:14][cH:15]1)[C:10]2=[O:23])[CH3:25].[CH3:32][OH:33].[K+:26].[K+:27].[O-:28][C:29]([O-:30])=[O:31]>>[OH:4][CH:5]([CH2:6][c:7]1[c:8]([CH3:24])[c:9]2[c:18]([c:19]([CH3:21])[cH:20]1)[C:17](=[O:22])[c:16]1[c:11]([cH:12][cH:13][cH:14][cH:15]1)[C:10]2=[O:23])[CH3:25]. Starting materials: CCOC(=O)c1ncc2c(c1O)c(Br)c(Br)n2Cc1ccccc1, O=C1CCC(=O)N1Br. Yields the product CCOC(=O)c1nc(Br)c2c(c1O)c(Br)c(Br)n2Cc1ccccc1. As a reaction SMILES: [CH2:1]([CH3:2])[O:3][C:4](=[O:5])[c:6]1[c:7]([OH:24])[c:8]2[c:9]([cH:10][n:11]1)[n:12]([CH2:17][c:18]1[cH:19][cH:20][cH:21][cH:22][cH:23]1)[c:13]([Br:16])[c:14]2[Br:15].[O:25]=[C:26]1[N:27]([Br:32])[C:28](=[O:29])[CH2:30][CH2:31]1>>[CH2:1]([CH3:2])[O:3][C:4](=[O:5])[c:6]1[c:7]([OH:24])[c:8]2[c:9]([c:10]([Br:32])[n:11]1)[n:12]([CH2:17][c:18]1[cH:19][cH:20][cH:21][cH:22][cH:23]1)[c:13]([Br:16])[c:14]2[Br:15].